Task: describe an organic reaction: reactants, conditions, products, and yield. Dataset: the Open Reaction Database (ORD), a public repository of structured organic reaction records Starting materials: C(=O)(C=1NC=CN1)C=1NC=CN1 (carbonyl diimidazole), N1(CCCCC1)C1=C(C=CC=C1)C(C)C(C1=CC=C(C(=O)O)C=C1)C(=O)N (4-[(1-(2-piperidinophenyl)-ethyl)-aminocarbonylmethyl]-benzoic acid), liquid, N (ammonia). Solvent: N1=CC=CC=C1 (pyridine). Reaction conditions: time 8 hour. Product: N1(CCCCC1)C1=C(C=CC=C1)C(C)C(C1=CC=C(C(=O)N)C=C1)C(=O)N (4-[(1-(2-Piperidino-phenyl)-1-ethyl)-aminocarbonylmethyl]-benzamide). Reaction SMILES: C(C1NC=CN=1)(C1[NH:4]C=CN=1)=O.[N:13]1([C:19]2[CH:24]=[CH:23][CH:22]=[CH:21][C:20]=2[CH:25]([CH:27]([C:37]([NH2:39])=[O:38])[C:28]2[CH:36]=[CH:35][C:31]([C:32]([OH:34])=O)=[CH:30][CH:29]=2)[CH3:26])[CH2:18][CH2:17][CH2:16][CH2:15][CH2:14]1.N>N1C=CC=CC=1>[N:13]1([C:19]2[CH:24]=[CH:23][CH:22]=[CH:21][C:20]=2[CH:25]([CH:27]([C:37]([NH2:39])=[O:38])[C:28]2[CH:36]=[CH:35][C:31]([C:32]([NH2:4])=[O:34])=[CH:30][CH:29]=2)[CH3:26])[CH2:18][CH2:17][CH2:16][CH2:15][CH2:14]1. Procedure details: An amount of 2.3 gm (0.0142 mol) of carbonyl diimidazole was mixed with 4.76 gm (0.013 mol) of 4-[(1-(2-piperidinophenyl)-ethyl)-aminocarbonylmethyl]-benzoic acid in 60 ml of absolute pyridine, and the mixture was subsequently heated for 45 minutes to 50° C. After cooling in a carbon dioxide/methanol bath, 7 ml of liquid ammonia were added, and the mixture was heated for 20 hours to 80° C. in an autoclave. Subsequently the reaction mixture was cooled and evaporated in vacuo. The residue was diss... The reactants are BrC1=CC=2C3=C(C=NC2C=C1)N(C(N3C=3C(=NN(C3C)C)C)=O)C (8-bromo-3-methyl-1-(1,3,5-trimethyl-1H-pyrazol-4-yl)-1,3-dihydro-imidazo[4,5-c]quinolin-2-one), BrC1=CC=2C3=C(C=NC2C=C1)N(C(N3C=3C(=NN(C3C)C)C)=O)C (8-bromo-3-methyl-1-(1,3,5-trimethyl-1H-pyrazol-4-yl)-1,3-dihydro-imidazo[4,5-c]quinolin-2-one), FC=1C(=NC=C(C1)B1OC(C(O1)(C)C)(C)C)N (3-fluoro-5-(4,4,5,5-tetramethyl-[1,3,2]dioxaborolan-2-yl)-pyridin-2-ylamine). The product is NC1=C(C=C(C=N1)C1=CC=2C3=C(C=NC2C=C1)N(C(N3C=3C(=NN(C3C)C)C)=O)C)F (8-(6-Amino-5-fluoro-pyridin-3-yl)-3-methyl-1-(1,3,5-trimethyl-1H-pyrazol-4-yl)-1,3-dihydro-imidazo[4,5-c]quinolin-2-one). Reaction SMILES: Br[C:2]1[CH:11]=[CH:10][C:9]2[N:8]=[CH:7][C:6]3[N:12]([CH3:24])[C:13](=[O:23])[N:14]([C:15]4[C:16]([CH3:22])=[N:17][N:18]([CH3:21])[C:19]=4[CH3:20])[C:5]=3[C:4]=2[CH:3]=1.[F:25][C:26]1[C:27]([NH2:41])=[N:28][CH:29]=[C:30](B2OC(C)(C)C(C)(C)O2)[CH:31]=1>>[NH2:41][C:27]1[N:28]=[CH:29][C:30]([C:2]2[CH:11]=[CH:10][C:9]3[N:8]=[CH:7][C:6]4[N:12]([CH3:24])[C:13](=[O:23])[N:14]([C:15]5[C:16]([CH3:22])=[N:17][N:18]([CH3:21])[C:19]=5[CH3:20])[C:5]=4[C:4]=3[CH:3]=2)=[CH:31][C:26]=1[F:25]. Procedure details: The title compound was synthesized in a similar manner as described for Example 1.1 using 8-bromo-3-methyl-1-(1,3,5-trimethyl-1H-pyrazol-4-yl)-1,3-dihydro-imidazo[4,5-c]quinolin-2-one (Intermediate H) and 3-fluoro-5-(4,4,5,5-tetramethyl-[1,3,2]dioxaborolan-2-yl)-pyridin-2-ylamine (stage 142.1.1) to give the title compound as a yellow foam. (HPLC: tR 2.07 min (Method A); M+H=418 MS-ES; 1H-NMR (d6-DMSO, 400 MHz) 8.92 (s, 1H), 8.05-8.01 (m, 1H), 7.91-7.84 (m, 2H), 7.47-7.42 (m, 1H), 7.35-7.32 (m, 1... Reactants: O(C1=CC=CC=C1)C1=C(C(=O)O)C=CC=C1 (2-phenoxybenzoic acid), O.ON1N=NC2=C1C=CC=C2 (1-hydroxybenzotriazole hydrate), 1-ethyl-3-(3-dimethyl-aminopropyl)carbodiimide HCl, CCN=C=NCCCN(C)C.Cl (water soluble carbodiimide). The product is O(C1=CC=CC=C1)C1=C(C(=O)N2[C@@H](CCC2)CO)C=CC=C1 ((S)-1-(Phenoxybenzoyl)-2-pyrrolidinemethanol). Reaction SMILES: [O:1]([C:8]1[CH:16]=[CH:15][CH:14]=[CH:13][C:9]=1[C:10]([OH:12])=O)[C:2]1[CH:7]=[CH:6][CH:5]=[CH:4][CH:3]=1.[OH2:17].ON1[C:23]2[CH:24]=[CH:25][CH:26]=C[C:22]=2[N:21]=N1.CCN=C=NCCCN(C)C.Cl>>[O:1]([C:8]1[CH:16]=[CH:15][CH:14]=[CH:13][C:9]=1[C:10]([N:21]1[CH2:22][CH2:23][CH2:24][C@H:25]1[CH2:26][OH:17])=[O:12])[C:2]1[CH:3]=[CH:4][CH:5]=[CH:6][CH:7]=1 |f:1.2,3.4|. Reported procedure: 2.14 g (10 mmol) of 2-phenoxybenzoic acid, 1.35 g (10 mmol) of 1-hydroxybenzotriazole hydrate, 2.0 ml (20 mmol) of A and 1.92 g (10 mmol) 1-ethyl-3-(3-dimethyl-aminopropyl)carbodiimide HCl were reacted as described in Example 25, except that a water soluble carbodiimide was used in place of DCC. The title compound was obtained in pure form as a colorless gum without chromatographic purification and the yield was 2.90 g (98%). TLC (90:10/CH2Cl2 :MeOH):Rf =0.80. 1H NMR (CDCl3) δ: 6.80-7.45 (m,9H);... Reactants: [N+](=O)([O-])C1=C(C(C(=O)NN)=CC=C1)O (3-nitrosalicylohydrazide), C(C)(=O)C1=CC=CC=C1 (acetophenone), C1(=CC=C(C=C1)S(=O)(=O)O)C (p-toluenesulfonic acid). Solvent: C(C)O (ethanol). Conditions: temperature 22.5 celsius, time 14 hour. Product: C1(=CC=CC=C1)C(C)=NNC(C=1C(O)=C(C=CC1)[N+](=O)[O-])=O (3-nitrosalicylic (1-phenylethylidene)hydrazide). Yield: 93.6%. RXN SMILES: [N+:1]([C:4]1[CH:13]=[CH:12][CH:11]=[C:6]([C:7]([NH:9][NH2:10])=[O:8])[C:5]=1[OH:14])([O-:3])=[O:2].[C:15]([C:18]1[CH:23]=[CH:22][CH:21]=[CH:20][CH:19]=1)(=O)[CH3:16].C1(C)C=CC(S(O)(=O)=O)=CC=1>C(O)C>[C:18]1([C:15](=[N:10][NH:9][C:7](=[O:8])[C:6]2[C:5](=[C:4]([N+:1]([O-:3])=[O:2])[CH:13]=[CH:12][CH:11]=2)[OH:14])[CH3:16])[CH:23]=[CH:22][CH:21]=[CH:20][CH:19]=1. Procedure: A solution of 1.0 g (5 mmol) of 3-nitrosalicylohydrazide in 50 ml of anhydrous ethanol were treated with 0.6 g (5 mmol) of acetophenone and with a catalytic amount of p-toluenesulfonic acid. After the mixture had been stirred for 14 hours at approximately 20 to 25° C. and the solvent had been distilled off, 1.4 g of the title compound (90% of theory) were obtained as colorless crystals of m.p.: 163-168° C.